This data is from the Open Reaction Database (ORD), a public repository of structured organic reaction records. The task is: describe an organic reaction: reactants, conditions, products, and yield Reactants: [BH4-], CC(C)[O-], CC(C)[O-], CC(C)[O-], CC(C)[O-], CO, CC(C)OC(=O)N1CCCC(=O)c2cc3c(cc21)CCC3, NCc1cc(C(F)(F)F)cc(C(F)(F)F)c1, [Na+], [Ti+4]. The product is CC(C)OC(=O)N1CCCC(NCc2cc(C(F)(F)F)cc(C(F)(F)F)c2)c2cc3c(cc21)CCC3. Reaction SMILES: [BH4-:38].[CH3:40][CH:41]([CH3:42])[O-:43].[CH3:45][CH:46]([CH3:47])[O-:48].[CH3:49][CH:50]([CH3:51])[O-:52].[CH3:53][CH:54]([CH3:55])[O-:56].[CH3:57][OH:58].[CH:17]([CH3:18])([CH3:19])[O:20][C:21](=[O:22])[N:23]1[CH2:24][CH2:25][CH2:26][C:27](=[O:37])[c:28]2[cH:29][c:30]3[c:34]([cH:35][c:36]21)[CH2:33][CH2:32][CH2:31]3.[F:1][C:2]([c:3]1[cH:4][c:5]([CH2:6][NH2:7])[cH:8][c:9]([C:11]([F:12])([F:13])[F:14])[cH:10]1)([F:15])[F:16].[Na+:39].[Ti+4:44]>>[F:1][C:2]([c:3]1[cH:4][c:5]([CH2:6][NH:7][CH:27]2[CH2:26][CH2:25][CH2:24][N:23]([C:21]([O:20][CH:17]([CH3:18])[CH3:19])=[O:22])[c:36]3[c:28]2[cH:29][c:30]2[c:34]([cH:35]3)[CH2:33][CH2:32][CH2:31]2)[cH:8][c:9]([C:11]([F:12])([F:13])[F:14])[cH:10]1)([F:15])[F:16].